Dataset: the Open Reaction Database (ORD), a public repository of structured organic reaction records. Task: describe an organic reaction: reactants, conditions, products, and yield Reaction conditions: temperature -50 celsius. Procedure: A solution of 2-benzylthio-N-(2-dimethylphosphinothioylethyl)-3-methoxy-2-methoxymethyl-N-methylpropylamine (450 mg) in dry tetrahydrofuran (10 cm3) was placed in a flask fitted with a low temperature condenser (-50° C.), drying tube and gas inlet. The flask was flushed with nitrogen, the solution cooled to -50° C., and then dry ammonia (40 cm3) was condensed into the flask. Small pieces of sodium were then added to this mixture until the blue colouration persisted for at least 1 hour. The blue ... As a reaction SMILES: C([S:8][C:9]([CH2:22][O:23][CH3:24])([CH2:19][O:20][CH3:21])[CH2:10][N:11]([CH2:13][CH2:14][P:15]([CH3:18])([CH3:17])=S)[CH3:12])C1C=CC=CC=1.[Na].[Cl-].[NH4+]>O1CCCC1.C(Cl)(Cl)Cl>[CH3:18][P:15]([CH3:17])[CH2:14][CH2:13][N:11]([CH2:10][C:9]([CH2:19][O:20][CH3:21])([CH2:22][O:23][CH3:24])[SH:8])[CH3:12] |f:2.3,^1:24|. The solvent is C(Cl)(Cl)Cl (chloroform), O1CCCC1 (tetrahydrofuran). Yields the product CP(CCN(C)CC(S)(COC)COC)C (2-[N-(2-dimethylphosphinoethyl)-N-methylamino]-1,1-bis(methoxymethyl)ethanethiol). Starting materials: [Na] (sodium), C(C1=CC=CC=C1)SC(CN(C)CCP(=S)(C)C)(COC)COC (2-benzylthio-N-(2-dimethylphosphinothioylethyl)-3-methoxy-2-methoxymethyl-N-methylpropylamine), [Cl-].[NH4+] (ammonium chloride).